Dataset: the Open Reaction Database (ORD), a public repository of structured organic reaction records. Task: describe an organic reaction: reactants, conditions, products, and yield Reactants: C(C)(C)(C)C1=C(C(=CC=C1)C(C)(C)C)O (2,6-di-tert.-butyl-phenol), C(C=O)(=O)O (glyoxylic acid), O (H2O). The solvent is Cl (hydrogen chloride), C(Cl)(Cl)(Cl)Cl (carbon tetrachloride), Cl (hydrogen chloride). Reaction conditions: temperature 50 celsius, time 40 hour. The product is OC1=C(C=C(C=C1C(C)(C)C)C(C(=O)O)C1=CC(=C(C(=C1)C(C)(C)C)O)C(C)(C)C)C(C)(C)C (Bis(4'-hydroxy-3',5'-di-tert.-butyl-phenyl)ethanoic acid). Reaction SMILES: [C:1]([C:5]1[CH:10]=[CH:9][CH:8]=[C:7]([C:11]([CH3:14])([CH3:13])[CH3:12])[C:6]=1[OH:15])([CH3:4])([CH3:3])[CH3:2].[C:16]([OH:20])(=[O:19])[CH:17]=O.[OH2:21]>C(Cl)(Cl)(Cl)Cl.Cl>[OH:15][C:6]1[C:5]([C:1]([CH3:4])([CH3:3])[CH3:2])=[CH:10][C:9]([CH:17]([C:9]2[CH:10]=[C:5]([C:1]([CH3:3])([CH3:2])[CH3:4])[C:6]([OH:21])=[C:7]([C:11]([CH3:14])([CH3:13])[CH3:12])[CH:8]=2)[C:16]([OH:20])=[O:19])=[CH:8][C:7]=1[C:11]([CH3:14])([CH3:13])[CH3:12]. Procedure details: 103 g of 2,6-di-tert.-butyl-phenol (0.5 mol) and 21 g of glyoxylic acid (0.25 mol) of (CHO.COOH) . 1/2 H2O) were dissolved in 300 ml of carbon tetrachloride and stirred at 50° C for about 40 hours. During the first 6 hours, a weak hydrogen chloride stream was passed through the solution, later saturation was completed from time to time by feeding in hydrogen chloride. After condensation was complete, the solvent was eliminated. The product obtained in a pasty form was dissolved and precipitated ... Reactants: [Cl-].[Al+3].[Cl-].[Cl-] (aluminium chloride), C(CCCC)[C@@H]1CC[C@H](CC1)C1=CC=C(C=C1)C(CCC[C@@H]1CC[C@H](CC1)CCCCC)=O (1-(trans-4-pentylcyclohexyl)-4-[4-(trans-4-pentylcyclohexyl)butanoyl]benzene), Cl (hydrochloric acid), [H-].[Al+3].[Li+].[H-].[H-].[H-] (lithium aluminium hydride). Run in C(C)OCC (diethyl ether), ClCCl (dichloromethane), O (water), C(C)OCC (diethyl ether). Reaction conditions: time 20 minute. The product is C(CCCC)[C@@H]1CC[C@H](CC1)C1=CC=C(C=C1)CCCC[C@@H]1CC[C@H](CC1)CCCCC (1-(trans-4-pentylcyclohexyl)-4-[4-(trans-4-pentylcyclohexyl)-1-butyl]benzene). The yield is 65.4%. As a reaction SMILES: [H-].[Al+3].[Li+].[H-].[H-].[H-].[Cl-].[Al+3].[Cl-].[Cl-].[CH2:11]([C@H:16]1[CH2:21][CH2:20][C@H:19]([C:22]2[CH:27]=[CH:26][C:25]([C:28](=O)[CH2:29][CH2:30][CH2:31][C@H:32]3[CH2:37][CH2:36][C@H:35]([CH2:38][CH2:39][CH2:40][CH2:41][CH3:42])[CH2:34][CH2:33]3)=[CH:24][CH:23]=2)[CH2:18][CH2:17]1)[CH2:12][CH2:13][CH2:14][CH3:15].Cl>O.ClCCl.C(OCC)C>[CH2:11]([C@H:16]1[CH2:17][CH2:18][C@H:19]([C:22]2[CH:23]=[CH:24][C:25]([CH2:28][CH2:29][CH2:30][CH2:31][C@H:32]3[CH2:37][CH2:36][C@H:35]([CH2:38][CH2:39][CH2:40][CH2:41][CH3:42])[CH2:34][CH2:33]3)=[CH:26][CH:27]=2)[CH2:20][CH2:21]1)[CH2:12][CH2:13][CH2:14][CH3:15] |f:0.1.2.3.4.5,6.7.8.9|. Reported procedure: A mixture of 1.3 g of lithium aluminium hydride and 100 ml of absolute diethyl ether was placed at 0° C. and while gassing with nitrogen and treated with a solution 10 g of aluminium chloride and 200 ml of absolute diethyl ether. After completion of the addition the mixture was stirred at room temperature for a further 20 minutes and treated within 30 minutes with a solution of 9 g of 1-(trans-4-pentylcyclohexyl)-4-[4-(trans-4-pentylcyclohexyl)butanoyl]benzene and 100 ml of absolute dichlorometh... The reactants are C(C(C)C)(=O)CC(=O)OCC (ethyl isobutyrylacetate), FC1=CC=C(C=C1)C=C(C)[N+](=O)[O-] (1-fluoro-4-(2-nitro-1-propenyl)benzene), N1CCCCC1 (piperidine). Run in C(C)O (ethanol). Conditions: temperature 80 celsius, time 1 hour. Product: FC1=CC=C(C=C1)C=1C(=C(OC1C)C(C)C)C(=O)OCC (ethyl 4-(4-fluorophenyl)-5-methyl-2-(1-methylethyl)furan-3-carboxylate). RXN SMILES: [C:1]([CH2:6][C:7]([O:9][CH2:10][CH3:11])=[O:8])(=[O:5])[CH:2]([CH3:4])[CH3:3].[F:12][C:13]1[CH:18]=[CH:17][C:16]([CH:19]=[C:20]([N+]([O-])=O)[CH3:21])=[CH:15][CH:14]=1.N1CCCCC1>C(O)C>[F:12][C:13]1[CH:18]=[CH:17][C:16]([C:19]2[C:6]([C:7]([O:9][CH2:10][CH3:11])=[O:8])=[C:1]([CH:2]([CH3:4])[CH3:3])[O:5][C:20]=2[CH3:21])=[CH:15][CH:14]=1. Reported procedure: To a solution of ethyl isobutyrylacetate (20.06 g, 126.8 mmol) and 1-fluoro-4-(2-nitro-1-propenyl)benzene (23.0 g, 127 mmol) in ethanol (100 ml) was added piperidine (12.5 ml, 127 mmol) at room temperature, and the mixture was stirred overnight at room temperature and at 80° C. for 1 hr. The solvent of the reaction solution was evaporated under-reduced pressure, water (50 ml) and conc. hydrochloric acid (30 ml) were added to the residue, and the mixture was stirred at room temperature for 1 hr. ...